The task is: describe an organic reaction: reactants, conditions, products, and yield. This data is from the Open Reaction Database (ORD), a public repository of structured organic reaction records. Starting materials: Cl (HCl), S([O-])(O)=O.[Na+] (sodium bisulfite), [OH-].[K+] (potassium hydroxide), [Mn](=O)(=O)(=O)[O-].[K+] (potassium permanganate), BrC12CC3(CC(CC(C1)C3)C2)C(=O)O (3-bromo-adamantane-1-carboxylic acid). Solvent: O (H2O). Reaction conditions: temperature 98 celsius. The product is OC12CC3(CC(CC(C1)(C3)O)C2)C(=O)O (3.5-Dihydroxy-adamantane-1-carboxylic acid). Reaction SMILES: [OH-:1].[K+].[Mn]([O-])(=O)(=O)=O.[K+].Br[C:10]12[CH2:19][CH:14]3[CH2:15][CH:16]([CH2:18][C:12]([C:20]([OH:22])=[O:21])([CH2:13]3)[CH2:11]1)[CH2:17]2.Cl.S(=O)(O)[O-:25].[Na+]>O>[OH:1][C:14]12[CH2:15][CH:16]3[CH2:17][C:10]([OH:25])([CH2:11][C:12]([C:20]([OH:22])=[O:21])([CH2:18]3)[CH2:13]1)[CH2:19]2 |f:0.1,2.3,6.7|. Procedure details: To a mixture of potassium hydroxide (130 mg, 2.0 mmol) and potassium permanganate (350 mg, 2.2 mmol) in H2O (10 mL) at 50° C. was added 3-bromo-adamantane-1-carboxylic acid (512 mg, 2.0 mmol). The reaction mixture was heated at 98° C. for 18 hours. After cooling to ambient temperature, the mixture was acidified by the addition of 6 N aqueous HCl, then saturated aqueous sodium bisulfite was added. The mixture was extracted with 2-propanol/CH2Cl2 (1:3). The organic extract was concentrated to affo... The reactants are [N+](=O)([O-])C1=CC=C(C=C1)C(C(=O)O)C (2-(4-nitrophenyl)propionic acid). The solvent is C1CCOC1 (THF), CCO (EtOH). The product is NC1=CC=C(C=C1)C(C(=O)O)C (2-(4-Amino-phenyl)-propionic acid). The reagents and catalysts are [Pd] (Pd/C). Reaction SMILES: [N+:1]([C:4]1[CH:9]=[CH:8][C:7]([CH:10]([CH3:14])[C:11]([OH:13])=[O:12])=[CH:6][CH:5]=1)([O-])=O>C1COCC1.CCO.[Pd]>[NH2:1][C:4]1[CH:5]=[CH:6][C:7]([CH:10]([CH3:14])[C:11]([OH:13])=[O:12])=[CH:8][CH:9]=1. Reaction conditions: time 2 hour. Reported procedure: To a stirred solution of 2-(4-nitrophenyl)propionic acid (2.05 g) in THF (20 mL) and EtOH (20 mL) was slowly added 10% Pd/C (0.21 g) at room temperature. After hydrogenated for 2 h with H2 balloon, the reaction mixture was filtered through celite pad and washed with EtOH. The filtrate was concentrated in vacuo to afford the product as pale brown solid. (1.75 g, quantitative)